This data is from the Open Reaction Database (ORD), a public repository of structured organic reaction records. The task is: describe an organic reaction: reactants, conditions, products, and yield The reactants are C[Si](C)(C)Oc2ccc1CCCCc1c2 (substrate), Cc1ccc([Mg]Br)cc1 (effective_coupling_partner). Reagents/catalysts: PCy3. Run at temperature 60 celsius, time 15 hour. Yields the product Cc3ccc(c2ccc1CCCCc1c2)cc3. The reactants are BrC=1C=C2N(CC3(N(C2=O)CCN3)C3=CC=C(C=C3)CO)C1 (7-bromo-10a-[4-(hydroxymethyl)phenyl]-2,3,10,10a-tetrahydro-1H,5H-imidazo[1,2-a]pyrrolo[1,2-d]-pyrazin-5-one), N1=CC(=CC=C1)B(O)O (3-pyridine boronic acid), C([O-])([O-])=O.[Na+].[Na+] (sodium carbonate), C(C)O (ethanol). The reagents and catalysts are Cl[Pd]([P](C1=CC=CC=C1)(C2=CC=CC=C2)C3=CC=CC=C3)([P](C4=CC=CC=C4)(C5=CC=CC=C5)C6=CC=CC=C6)Cl (dichlorobis(triphenylphosphine)palladium(II)). Run in COCCOC (1,2-dimethoxyethane), O (water). Run at temperature 120 celsius, time 45 minute. Product: OCC1=CC=C(C=C1)C12N(C(C=3N(C1)C=C(C3)C=3C=NC=CC3)=O)CCN2 (10a-[4-(hydroxymethyl)phenyl]-7-(pyridin-3-yl)-2,3,10,10a-tetrahydro-1H,5H-imidazo[1,2-a]pyrrolo[1,2-d]pyrazin-5-one). Isolated yield 96.5%. RXN SMILES: Br[C:2]1[CH:3]=[C:4]2[C:9](=[O:10])[N:8]3[CH2:11][CH2:12][NH:13][C:7]3([C:14]3[CH:19]=[CH:18][C:17]([CH2:20][OH:21])=[CH:16][CH:15]=3)[CH2:6][N:5]2[CH:22]=1.[N:23]1[CH:28]=[CH:27][CH:26]=[C:25](B(O)O)[CH:24]=1.C(=O)([O-])[O-].[Na+].[Na+].C(O)C>COCCOC.Cl[Pd](Cl)([P](C1C=CC=CC=1)(C1C=CC=CC=1)C1C=CC=CC=1)[P](C1C=CC=CC=1)(C1C=CC=CC=1)C1C=CC=CC=1.O>[OH:21][CH2:20][C:17]1[CH:16]=[CH:15][C:14]([C:7]23[NH:13][CH2:12][CH2:11][N:8]2[C:9](=[O:10])[C:4]2[N:5]([CH:22]=[C:2]([C:25]4[CH:24]=[N:23][CH:28]=[CH:27][CH:26]=4)[CH:3]=2)[CH2:6]3)=[CH:19][CH:18]=1 |f:2.3.4,^1:49,68|. Procedure: 7-bromo-10a-[4-(hydroxymethyl)phenyl]-2,3,10,10a-tetrahydro-1H,5H-imidazo[1,2-a]pyrrolo[1,2-d]-pyrazin-5-one (84 mg, 0.23 mmol), dichlorobis(triphenylphosphine)palladium(II) (6.5 mg, 9.3 μmol), 3-pyridine boronic acid (34 mg, 0.28 mmol) and an aqueous solution of sodium carbonate (2M) (58 mg, 28.8 μl, 0.41 mmol) were suspended in a mixture of 1,2-dimethoxyethane (2.5 mL), ethanol (200 μL) and water (300 μL). The reaction vessel was flushed with argon and heated at 120° C. After 45 minutes the re... The reactants are C(C)OC1=CC=C(C=C1)O (4-ethoxyphenol), [H-].[Na+] (NaH), C(=O)([O-])[O-].[Cs+].[Cs+] (Cs2CO3), BrC(C(=O)N)(C)C (2-bromo-2-methyl-propanamide), [H-].[Na+] (NaH). Run in O1CCOCC1 (dioxane), CN1CCCN(C1=O)C (DMPU), CN1CCCC1=O (NMP). Reaction conditions: time 30 minute. Yields the product C(C)OC1=CC=C(C=C1)NC(C(C)(C)O)=O (N-(4-ethoxyphenyl) -2-hydroxy-2-methylpropionamide). The yield is 64.9%. RXN SMILES: [CH2:1]([O:3][C:4]1[CH:9]=[CH:8][C:7](O)=[CH:6][CH:5]=1)[CH3:2].[H-].[Na+].C([O-])([O-])=[O:14].[Cs+].[Cs+].Br[C:20]([CH3:25])([CH3:24])[C:21]([NH2:23])=[O:22]>O1CCOCC1.CN1C(=O)N(C)CCC1.CN1C(=O)CCC1>[CH2:1]([O:3][C:4]1[CH:9]=[CH:8][C:7]([NH:23][C:21](=[O:22])[C:20]([OH:14])([CH3:25])[CH3:24])=[CH:6][CH:5]=1)[CH3:2] |f:1.2,3.4.5|. Reported procedure: To a solution of 4-ethoxyphenol (511 mg, 3.70 mmol) in dioxane (20 mL) was added NaH (Aldrich, dry, 300 mg, 12.2 mmol) and Cs2CO3 (4.00 g, 12.2 mmol). The resulting mixture was stirred at room temperature for about 30 minutes, then 2-bromo-2-methyl-propanamide (2.03 g, 12.2 mmol) was added and the resulting mixture was stirred at reflux for 16 h. After the reflux period, NMP (20 mL), DMPU (2 mL), and NaH (Aldrich, dry, 100 mg, 4.07 mmol) were added. The resulting mixture was stirred at 150° C. f... Reactants: CI, Cc1c(C2=NC(C)(C)C(=O)N2)nn(-c2ccc(Cl)cc2Cl)c1-c1ccc(Cl)cc1, [H-], [Na+], CN(C)C=O, O. Product: Cc1c(C2=NC(C)(C)C(=O)N2C)nn(-c2ccc(Cl)cc2Cl)c1-c1ccc(Cl)cc1. As a reaction SMILES: [CH3:32][I:33].[Cl:3][c:4]1[cH:5][cH:6][c:7](-[c:10]2[c:11]([CH3:31])[c:12]([C:23]3=[N:24][C:25]([CH3:29])([CH3:30])[C:26](=[O:28])[NH:27]3)[n:13][n:14]2-[c:15]2[c:16]([Cl:22])[cH:17][c:18]([Cl:21])[cH:19][cH:20]2)[cH:8][cH:9]1.[H-:1].[Na+:2].[O:35]=[CH:36][N:37]([CH3:38])[CH3:39].[OH2:34]>>[Cl:3][c:4]1[cH:5][cH:6][c:7](-[c:10]2[c:11]([CH3:31])[c:12]([C:23]3=[N:24][C:25]([CH3:29])([CH3:30])[C:26](=[O:28])[N:27]3[CH3:32])[n:13][n:14]2-[c:15]2[c:16]([Cl:22])[cH:17][c:18]([Cl:21])[cH:19][cH:20]2)[cH:8][cH:9]1. Reactants: BrCc1cccc2ccccc12, CC1(C)NN(C2C3CC4CC(C3)CC2C4)C1=O. Product: CC1(C)C(=O)N(C2C3CC4CC(C3)CC2C4)N1Cc1cccc2ccccc12. Reaction SMILES: [Br:18][CH2:19][c:20]1[cH:21][cH:22][cH:23][c:24]2[cH:25][cH:26][cH:27][cH:28][c:29]12.[CH:1]12[CH:2]([N:11]3[NH:12][C:13]([CH3:16])([CH3:17])[C:14]3=[O:15])[CH:3]3[CH2:4][CH:5]([CH2:6][CH:7]([CH2:8]1)[CH2:9]3)[CH2:10]2>>[CH:1]12[CH:2]([N:11]3[N:12]([CH2:19][c:20]4[cH:21][cH:22][cH:23][c:24]5[cH:25][cH:26][cH:27][cH:28][c:29]45)[C:13]([CH3:16])([CH3:17])[C:14]3=[O:15])[CH:3]3[CH2:4][CH:5]([CH2:6][CH:7]([CH2:8]1)[CH2:9]3)[CH2:10]2. The reactants are C(C)C1=CC(=C(C=C1)OC1=C(C=C(C=C1)[N+](=O)[O-])C(F)(F)F)OC (4-ethyl-2-methoxy-1-[4-nitro-2-(trifluoromethyl)phenoxy]benzene). Reagents/catalysts: [Pd] (Palladium on charcoal). Run in C1CCOC1 (THF). Run at time 8 hour. The product is C(C)C1=CC(=C(OC2=C(C=C(N)C=C2)C(F)(F)F)C=C1)OC (4-(4-ethyl-2-methoxyphenoxy)-3-(trifluoromethyl)aniline). RXN SMILES: [CH2:1]([C:3]1[CH:8]=[CH:7][C:6]([O:9][C:10]2[CH:15]=[CH:14][C:13]([N+:16]([O-])=O)=[CH:12][C:11]=2[C:19]([F:22])([F:21])[F:20])=[C:5]([O:23][CH3:24])[CH:4]=1)[CH3:2]>C1COCC1.[Pd]>[CH2:1]([C:3]1[CH:8]=[CH:7][C:6]([O:9][C:10]2[CH:15]=[CH:14][C:13]([NH2:16])=[CH:12][C:11]=2[C:19]([F:20])([F:22])[F:21])=[C:5]([O:23][CH3:24])[CH:4]=1)[CH3:2]. Procedure details: 4-ethyl-2-methoxy-1-[4-nitro-2-(trifluoromethyl)phenoxy]benzene (1.90 mmol; 651 mg) was dissolved in anhydrous THF (8 mL) under argon. Palladium on charcoal (0.095 mmol; 20 mg) was added and the reaction was flushed twice with hydrogen, then left to stir overnight. The reaction mixture was filtered on celite, rinsed with methanol (3*10 mL). Concentration yielded a light brown oil (579 mg; 98%) used without further purification. The reactants are Cl (HCl), Cl (HCl), Cl (HCl), Cl (HCl), C(#N)C1=CC2=C(N(C(=N2)C(CCC(=O)OC)(C)C2=C3C=CN(C3=C(C=C2OC)C)COCC[Si](C)(C)C)COCC[Si](C)(C)C)C=C1 ((±)-Methyl 4-(5-cyano-1-((2-(trimethylsilyl)ethoxy)methyl)-1H-benzo[d]imidazol-2-yl)-4-(5-methoxy-7-methyl-1-((2-(trimethylsilyl)ethoxy)methyl)-1H-indol-4-yl)pentanoate), C(#N)C=1C=CC2=C(N(C(=N2)C(CCC(=O)OC)(C)C2=C3C=CN(C3=C(C=C2OC)C)COCC[Si](C)(C)C)COCC[Si](C)(C)C)C1 ((±)-methyl 4-(6-cyano-1-((2-(trimethylsilyl)ethoxy)methyl)-1H-benzo[d]imidazol-2-yl)-4-(5-methoxy-7-methyl-1-((2-(trimethylsilyl)ethoxy)methyl)-1H-indol-4-yl)pentanoate), Cl (HCl). Run in CO (MeOH), CO (MeOH), CO (MeOH), CO (MeOH), CO (MeOH), CO (MeOH), CO (MeOH). Run at temperature 65 celsius, time 30 minute. Yields the product C(#N)C1=CC2=C(NC(=N2)C(CCC(=O)OC)(C)C2=C3C=CNC3=C(C=C2OC)C)C=C1 ((±)-Methyl 4-(5-cyano-1H-benzo[d]imidazol-2-yl)-4-(5-methoxy-7-methyl-1H-indol-4-yl)pentanoate). RXN SMILES: [C:1]([C:3]1[CH:47]=[CH:46][C:6]2[N:7](COCC[Si](C)(C)C)[C:8]([C:10]([C:18]3[C:26]([O:27][CH3:28])=[CH:25][C:24]([CH3:29])=[C:23]4[C:19]=3[CH:20]=[CH:21][N:22]4COCC[Si](C)(C)C)([CH3:17])[CH2:11][CH2:12][C:13]([O:15][CH3:16])=[O:14])=[N:9][C:5]=2[CH:4]=1)#[N:2].C(C1C=CC2N=C(C(C3C(OC)=CC(C)=C4C=3C=CN4COCC[Si](C)(C)C)(C)CCC(OC)=O)N(COCC[Si](C)(C)C)C=2C=1)#N.Cl>CO>[C:1]([C:3]1[CH:47]=[CH:46][C:6]2[NH:7][C:8]([C:10]([C:18]3[C:26]([O:27][CH3:28])=[CH:25][C:24]([CH3:29])=[C:23]4[C:19]=3[CH:20]=[CH:21][NH:22]4)([CH3:17])[CH2:11][CH2:12][C:13]([O:15][CH3:16])=[O:14])=[N:9][C:5]=2[CH:4]=1)#[N:2]. Procedure details: (±)-Methyl 4-(5-cyano-1-((2-(trimethylsilyl)ethoxy)methyl)-1H-benzo[d]imidazol-2-yl)-4-(5-methoxy-7-methyl-1-((2-(trimethylsilyl)ethoxy)methyl)-1H-indol-4-yl)pentanoate and (±)-methyl 4-(6-cyano-1-((2-(trimethylsilyl)ethoxy)methyl)-1H-benzo[d]imidazol-2-yl)-4-(5-methoxy-7-methyl-1-((2-(trimethylsilyl)ethoxy)methyl)-1H-indol-4-yl)pentanoate (Example 155-K) (28 mg, 0.041 mmol) was dissolved in MeOH (700 μl) and then added 1.25 M HCl in MeOH (0.662 ml, 0.827 mmol) and heated at 65° C. After 30 minu... Reactants: crude product, CI (methyl iodide), C(=O)(C(F)(F)F)O (TFA), C(C)(C)(C)OC(NCC1=CC=C(C=C1)C(=O)N1CCN(CC1)C)=O ([4-(4-methyl-piperazine-1-carbonyl)-benzyl]-carbamic acid tert-butyl ester), [H-].[Na+] (sodium hydride). The solvent is CN(C)C=O (DMF). Product: CNCC1=CC=C(C=C1)C(=O)N1CCN(CC1)C ((4-methylaminomethyl-phenyl)-(4-methyl-piperazin-1-yl)-methanone). Reaction SMILES: C(O[C:6](=O)[NH:7][CH2:8][C:9]1[CH:14]=[CH:13][C:12]([C:15]([N:17]2[CH2:22][CH2:21][N:20]([CH3:23])[CH2:19][CH2:18]2)=[O:16])=[CH:11][CH:10]=1)(C)(C)C.[H-].[Na+].CI.C(O)(C(F)(F)F)=O>CN(C=O)C>[CH3:6][NH:7][CH2:8][C:9]1[CH:14]=[CH:13][C:12]([C:15]([N:17]2[CH2:18][CH2:19][N:20]([CH3:23])[CH2:21][CH2:22]2)=[O:16])=[CH:11][CH:10]=1 |f:1.2|. Reported procedure: A crude product of [4-(4-methyl-piperazine-1-carbonyl)-benzyl]-carbamic acid tert-butyl ester obtained in Example 1-D-293, sodium hydride and methyl iodide were treated in DMF, and further treated with TFA, to obtain (4-methylaminomethyl-phenyl)-(4-methyl-piperazin-1-yl)-methanone. Using bis-(4-methoxy-benzyl)-[5-(2-morpholin-4-yl-6,7-dihydro-5H-pyrrolo[2,3-d]pyrimidin-4-yl)-pyrimidin-2-yl]-amine (100 mg) and (4-methylaminomethyl-phenyl)-(4-methyl-piperazin-1-yl)-methanone (126 mg) instead of 4-...